From a dataset of the Open Reaction Database (ORD), a public repository of structured organic reaction records. describe an organic reaction: reactants, conditions, products, and yield The reactants are COCCn1cc(Br)sc1=NC(=O)C12CC3CC(CC(C3)C1)C2, O=C([O-])[O-], COCCOC, CCO, OB(O)c1ccccc1Cl, [Na+], [Na+], O, Cl[Pd]Cl, c1ccc(P(c2ccccc2)c2ccccc2)cc1, c1ccc(P(c2ccccc2)c2ccccc2)cc1. Yields the product COCCn1cc(-c2ccccc2Cl)sc1=NC(=O)C12CC3CC(CC(C3)C1)C2. RXN SMILES: [Br:1][c:2]1[cH:3][n:4]([CH2:20][CH2:21][O:22][CH3:23])[c:5](=[N:7][C:8](=[O:9])[C:10]23[CH2:11][CH:12]4[CH2:13][CH:14]([CH2:15][CH:16]([CH2:17]2)[CH2:18]4)[CH2:19]3)[s:6]1.[C:34](=[O:35])([O-:36])[O-:37].[CH3:40][O:41][CH2:42][CH2:43][O:44][CH3:45].[CH3:47][CH2:48][OH:49].[Cl:24][c:25]1[c:26]([B:31]([OH:32])[OH:33])[cH:27][cH:28][cH:29][cH:30]1.[Na+:38].[Na+:39].[OH2:46].[Pd:50]([Cl:51])[Cl:52].[c:53]1([P:54]([c:55]2[cH:56][cH:57][cH:58][cH:59][cH:60]2)[c:61]2[cH:62][cH:63][cH:64][cH:65][cH:66]2)[cH:67][cH:68][cH:69][cH:70][cH:71]1.[c:72]1([P:73]([c:74]2[cH:75][cH:76][cH:77][cH:78][cH:79]2)[c:80]2[cH:81][cH:82][cH:83][cH:84][cH:85]2)[cH:86][cH:87][cH:88][cH:89][cH:90]1>>[c:2]1(-[c:26]2[c:25]([Cl:24])[cH:30][cH:29][cH:28][cH:27]2)[cH:3][n:4]([CH2:20][CH2:21][O:22][CH3:23])[c:5](=[N:7][C:8](=[O:9])[C:10]23[CH2:11][CH:12]4[CH2:13][CH:14]([CH2:15][CH:16]([CH2:17]2)[CH2:18]4)[CH2:19]3)[s:6]1. The reactants are Nc1cnc(Oc2cnc3ccccc3c2)c(Cl)c1, O=S(=O)(Cl)c1ccc(Cl)c(Cl)c1. The product is O=S(=O)(Nc1cnc(Oc2cnc3ccccc3c2)c(Cl)c1)c1ccc(Cl)c(Cl)c1. Reaction SMILES: [Cl:1][c:2]1[cH:3][c:4]([NH2:19])[cH:5][n:6][c:7]1[O:8][c:9]1[cH:10][n:11][c:12]2[cH:13][cH:14][cH:15][cH:16][c:17]2[cH:18]1.[Cl:20][c:21]1[cH:22][c:23]([S:28](=[O:29])(=[O:30])[Cl:31])[cH:24][cH:25][c:26]1[Cl:27]>>[Cl:1][c:2]1[cH:3][c:4]([NH:19][S:28]([c:23]2[cH:22][c:21]([Cl:20])[c:26]([Cl:27])[cH:25][cH:24]2)(=[O:29])=[O:30])[cH:5][n:6][c:7]1[O:8][c:9]1[cH:10][n:11][c:12]2[cH:13][cH:14][cH:15][cH:16][c:17]2[cH:18]1.